This data is from the Open Reaction Database (ORD), a public repository of structured organic reaction records. The task is: describe an organic reaction: reactants, conditions, products, and yield The reactants are O=C([O-])[O-], CCc1c(NC=O)cc(C)c2nc[nH]c12, CO, Cl, [K+], [K+], [NH4+], [OH-]. The product is CCc1c(N)cc(C)c2nc[nH]c12. RXN SMILES: [C:16](=[O:17])([O-:18])[O-:19].[CH2:1]([CH3:2])[c:3]1[c:4]([NH:13][CH:14]=[O:15])[cH:5][c:6]([CH3:12])[c:7]2[n:8][cH:9][nH:10][c:11]12.[CH3:25][OH:26].[ClH:22].[K+:20].[K+:21].[NH4+:23].[OH-:24]>>[CH2:1]([CH3:2])[c:3]1[c:4]([NH2:13])[cH:5][c:6]([CH3:12])[c:7]2[n:8][cH:9][nH:10][c:11]12. Reactants: C1CCOC1, [H-], O=Cc1ccc([N+](=O)[O-])o1, [Na+], COc1ccc2nc(S)[nH]c2c1. Product: COc1ccc2[nH]c(Sc3ccc(C=O)o3)nc2c1. As a reaction SMILES: [CH2:25]1[O:26][CH2:27][CH2:28][CH2:29]1.[H-:13].[N+:15]([O-:16])(=[O:17])[c:18]1[cH:19][cH:20][c:21]([CH:23]=[O:24])[o:22]1.[Na+:14].[SH:1][c:2]1[nH:3][c:4]2[c:5]([n:6]1)[cH:7][cH:8][c:9]([O:11][CH3:12])[cH:10]2>>[S:1]([c:2]1[n:3][c:4]2[c:5]([nH:6]1)[cH:7][cH:8][c:9]([O:11][CH3:12])[cH:10]2)[c:18]1[cH:19][cH:20][c:21]([CH:23]=[O:24])[o:22]1. Reactants: NNC(=N)NN=CC1=CC=C(C=C1)Br (1-amino-3-(4-bromobenzylideneamino)guanidine), ClC1=CC=C(C=O)C=C1 (4-chlorobenzaldehyde), I.NNC(=N)NN=CC1=CC=C(C=C1)C#N (1-amino-3-(4-cyanobenzylideneamino)guanidine hydroiodide), ClC1=CC=C(C=O)C=C1 (4-chlorobenzaldehyde). Yields the product I.ClC1=CC=C(C=NNC(=N)NN=CC2=CC=C(C=C2)C#N)C=C1 (1-(4-chlorobenzylideneamino)-3-(4-cyanobenzylideneamino)guanidine hydroiodide). RXN SMILES: NNC(NN=CC1C=CC(Br)=CC=1)=N.[Cl:15][C:16]1[CH:23]=[CH:22][C:19]([CH:20]=O)=[CH:18][CH:17]=1.[IH:24].[NH2:25][NH:26][C:27]([NH:29][N:30]=[CH:31][C:32]1[CH:37]=[CH:36][C:35]([C:38]#[N:39])=[CH:34][CH:33]=1)=[NH:28]>>[IH:24].[Cl:15][C:16]1[CH:23]=[CH:22][C:19]([CH:20]=[N:25][NH:26][C:27]([NH:29][N:30]=[CH:31][C:32]2[CH:37]=[CH:36][C:35]([C:38]#[N:39])=[CH:34][CH:33]=2)=[NH:28])=[CH:18][CH:17]=1 |f:2.3,4.5|. Procedure details: In a similar manner the reaction of 1-amino-3-(4-bromobenzylideneamino)guanidine methosulfate with 4-chlorobenzaldehyde gives the methosulfate salt of the subject compound. The reaction of 1-amino-3-(4-cyanobenzylideneamino)guanidine hydroiodide with 4-chlorobenzaldehyde gives 1-(4-chlorobenzylideneamino)-3-(4-cyanobenzylideneamino)guanidine hydroiodide; the reaction of 1-amino-3-(4-chlorobenzylideneamino)guanidine hydrochloride with 4-cyanobenzaldehyde affords the corresponding hydrochloride sa... Solvent: CCO (EtOH). Isolated yield 66.7%. Yields the product ClC1=C(N(N=C1C(F)(F)F)C)C=1C=C(C=CC1OC)N (3-(4-chloro-2-methyl-5-trifluoromethyl-2H-pyrazol-3-yl)-4-methoxy-phenylamine). Reaction SMILES: [Cl:1][C:2]1[C:3]([C:19]([F:22])([F:21])[F:20])=[N:4][N:5]([CH3:18])[C:6]=1[C:7]1[CH:12]=[C:11]([N+:13]([O-])=O)[CH:10]=[CH:9][C:8]=1[O:16][CH3:17].O.O.Cl[Sn]Cl>CCO>[Cl:1][C:2]1[C:3]([C:19]([F:22])([F:20])[F:21])=[N:4][N:5]([CH3:18])[C:6]=1[C:7]1[CH:12]=[C:11]([NH2:13])[CH:10]=[CH:9][C:8]=1[O:16][CH3:17] |f:1.2.3|. Reported procedure: To a stirred solution of 4-chloro-5-(2-methoxy-5-nitro-phenyl)-1-methyl-3-trifluoromethyl-1H-pyrazole (0.11 g, 0.33 mmol) in EtOH (1.0 mL) was added SnCl2.2H2O (0.30 g, 1.31 mmol, 4.0 eq.) and the mixture was stirred at reflux for 2 hours followed by the removal of EtOH under vacuum. The resulting solid was dissolved in EtOAc and 1N NaOH was added until the pH was adjusted to 6. The mixture was stirred overnight and filtered through celite. The aqueous phase was extracted with EtOAc (3×50 mL). T... Reactants: ClC=1C(=NN(C1C1=C(C=CC(=C1)[N+](=O)[O-])OC)C)C(F)(F)F (4-chloro-5-(2-methoxy-5-nitro-phenyl)-1-methyl-3-trifluoromethyl-1H-pyrazole), O.O.Cl[Sn]Cl (SnCl2.2H2O). Reactants: [H][H] (hydrogen), 150, CN[C@@H]1[C@@H](CN(CC1)C(=O)OCC)OCC1=CC=CC=C1 (cis-ethyl 4-(methylamino)-3-(phenylmethoxy)-1-piperidinecarboxylate). The reagents and catalysts are [Pd] (palladium-on-charcoal). Run in CO (methanol). The product is 101, O[C@@H]1CN(CC[C@@H]1NC)C(=O)OCC (ethyl cis-3-hydroxy-4-(methylamino)-1-piperidinecarboxylate). The yield is 95.0%. RXN SMILES: [CH3:1][NH:2][C@H:3]1[CH2:8][CH2:7][N:6]([C:9]([O:11][CH2:12][CH3:13])=[O:10])[CH2:5][C@H:4]1[O:14]CC1C=CC=CC=1.[H][H]>[Pd].CO>[OH:14][C@H:4]1[C@@H:3]([NH:2][CH3:1])[CH2:8][CH2:7][N:6]([C:9]([O:11][CH2:12][CH3:13])=[O:10])[CH2:5]1. Reported procedure: A mixture of 150 parts of cis-ethyl 4-(methylamino)-3-(phenylmethoxy)-1-piperidinecarboxylate and 560 parts of methanol was hydrogenated at normal pressure and at 50° C. with 10 parts of palladium-on-charcoal catalyst 10%. After the calculated amount of hydrogen was taken up, the catalyst was filtered off and the filtrate was evaporated, yielding 101 parts (95%) of ethyl cis-3-hydroxy-4-(methylamino)-1-piperidinecarboxylate (10).